This data is from the Open Reaction Database (ORD), a public repository of structured organic reaction records. The task is: describe an organic reaction: reactants, conditions, products, and yield Starting materials: C(C)(C)(C)OC(=O)N1CCN(CC1)C=1C=NC(=CC1)[N+](=O)[O-] (4-(6-nitropyridin-3-yl)piperazine-1-carboxylic acid tert-butyl ester), FC(C(=O)O)(F)F (trifluoroacetic acid). The solvent is ClCCl (dichloromethane). Reaction conditions: time 2 hour. The product is [N+](=O)([O-])C1=CC=C(C=N1)N1CCNCC1 (1-(6-nitropyridin-3-yl)piperazine), C(=O)(C(F)(F)F)O (TFA). Reaction SMILES: C(OC([N:8]1[CH2:13][CH2:12][N:11]([C:14]2[CH:15]=[N:16][C:17]([N+:20]([O-:22])=[O:21])=[CH:18][CH:19]=2)[CH2:10][CH2:9]1)=O)(C)(C)C.[F:23][C:24]([F:29])([F:28])[C:25]([OH:27])=[O:26]>ClCCl>[N+:20]([C:17]1[N:16]=[CH:15][C:14]([N:11]2[CH2:10][CH2:9][NH:8][CH2:13][CH2:12]2)=[CH:19][CH:18]=1)([O-:22])=[O:21].[C:25]([OH:27])([C:24]([F:29])([F:28])[F:23])=[O:26]. Procedure details: A solution of 4-(6-nitropyridin-3-yl)piperazine-1-carboxylic acid tert-butyl ester obtaine above (0.821 g, 0.27 mmol) in 10 mL of a 1:4 mixture of trifluoroacetic acid and dichloromethane was stirred at room temperature for 2 h. The mixture was concentrated in vacuo to yield 1-(6-nitropyridin-3-yl)piperazine as a brown oil (0.086 g, TFA salt, 100% yield). MS (ES+) m/z 209.4 (M+1). The solvent is C(C)N(CC)CC (triethylamine). Reagents/catalysts: Cl[Pd]([P](C1=CC=CC=C1)(C2=CC=CC=C2)C3=CC=CC=C3)([P](C4=CC=CC=C4)(C5=CC=CC=C5)C6=CC=CC=C6)Cl (bis(triphenylphosphine)palladium(II) chloride), [Cu]I (copper(I) iodide). Product: C[Si](C)(C)C#CC=1C(=NC=CN1)CC(=O)OCC (Ethyl 2-(3-((trimethylsilyl)ethynyl)pyrazin-2-yl)acetate). Isolated yield 72.0%. Reaction conditions: temperature 90 celsius. Procedure details: A mixture of the ethyl 2-(3-chloropyrazin-2-yl)acetate (I99) (0.410 g, 2.04 mmol), DMF (6 mL), triethylamine (2 mL), bis(triphenylphosphine)palladium(II) chloride (72 mg, 5 mol %) and copper(I) iodide (19 mg, 5 mol %) in a Schlenk tube was degassed with three vacuum/nitrogen cycles, then trimethylsilylacetylene (0.866 mL, 6.13 mmol) was added under nitrogen. The tube was flushed with nitrogen, sealed and heated to 90° C. After 18 hours the mixture was cooled and poured into water (50 mL). Satura... RXN SMILES: Cl[C:2]1[C:3]([CH2:8][C:9]([O:11][CH2:12][CH3:13])=[O:10])=[N:4][CH:5]=[CH:6][N:7]=1.CN(C=O)C.[CH3:19][Si:20]([C:23]#[CH:24])([CH3:22])[CH3:21]>Cl[Pd](Cl)([P](C1C=CC=CC=1)(C1C=CC=CC=1)C1C=CC=CC=1)[P](C1C=CC=CC=1)(C1C=CC=CC=1)C1C=CC=CC=1.[Cu]I.C(N(CC)CC)C>[CH3:19][Si:20]([C:23]#[C:24][C:2]1[C:3]([CH2:8][C:9]([O:11][CH2:12][CH3:13])=[O:10])=[N:4][CH:5]=[CH:6][N:7]=1)([CH3:22])[CH3:21] |^1:27,46|. Starting materials: ClC=1C(=NC=CN1)CC(=O)OCC (ethyl 2-(3-chloropyrazin-2-yl)acetate), CN(C)C=O (DMF), C[Si](C)(C)C#C (trimethylsilylacetylene). The product is CC(N)c1ccc(OC2CCOCC2)c(-c2ccc(Cl)s2)c1. The reactants are [BH3-]C#N, CO, CC(=O)c1ccc(OC2CCOCC2)c(-c2ccc(Cl)s2)c1, [Na+], O=C(O)C(F)(F)F. Reaction SMILES: [C:25](#[N:26])[BH3-:27].[CH3:23][OH:24].[Cl:1][c:2]1[cH:3][cH:4][c:5](-[c:7]2[cH:8][c:9]([C:20]([CH3:21])=[O:22])[cH:10][cH:11][c:12]2[O:13][CH:14]2[CH2:15][CH2:16][O:17][CH2:18][CH2:19]2)[s:6]1.[Na+:28].[OH:29][C:30]([C:31]([F:32])([F:33])[F:34])=[O:35]>>[Cl:1][c:2]1[cH:3][cH:4][c:5](-[c:7]2[cH:8][c:9]([CH:20]([CH3:21])[NH2:26])[cH:10][cH:11][c:12]2[O:13][CH:14]2[CH2:15][CH2:16][O:17][CH2:18][CH2:19]2)[s:6]1. Reactants: ClC1=NC=C(C(=N1)C(F)(F)F)C(=O)N1CC=2N(CC3=C1C=CC=C3)C=CC2 ((2-chloro-4-trifluoromethyl-pyrimidin-5-yl)-(5H,11H-pyrrolo[2,1-c][1,4]benzodiazepin-10-yl)-methanone), [H-].[Na+] (sodium hydride), CC1=NNC=C1 (3-methylpyrazole), [H][H] (hydrogen). The solvent is CN(C=O)C (dimethylformamide), CCCCCC (hexane). Run at temperature 110 celsius. Yields the product CC1=NN(C=C1)C1=NC=C(C(=N1)C(F)(F)F)C(=O)N1CC=2N(CC3=C1C=CC=C3)C=CC2 ([2-(3-Methyl-pyrazol-1-yl)-4-trifluoromethyl-pyrimidin-5-yl]-(5H,11H-pyrrolo[2,1-c][1,4]benzodiazepin-10-yl)-methanone). The yield is 49.4%. Reaction SMILES: [H-].[Na+].[CH3:3][C:4]1[CH:8]=[CH:7][NH:6][N:5]=1.[H][H].Cl[C:12]1[N:17]=[C:16]([C:18]([F:21])([F:20])[F:19])[C:15]([C:22]([N:24]2[C:30]3[CH:31]=[CH:32][CH:33]=[CH:34][C:29]=3[CH2:28][N:27]3[CH:35]=[CH:36][CH:37]=[C:26]3[CH2:25]2)=[O:23])=[CH:14][N:13]=1>CN(C)C=O.CCCCCC>[CH3:3][C:4]1[CH:8]=[CH:7][N:6]([C:12]2[N:17]=[C:16]([C:18]([F:20])([F:19])[F:21])[C:15]([C:22]([N:24]3[C:30]4[CH:31]=[CH:32][CH:33]=[CH:34][C:29]=4[CH2:28][N:27]4[CH:35]=[CH:36][CH:37]=[C:26]4[CH2:25]3)=[O:23])=[CH:14][N:13]=2)[N:5]=1 |f:0.1|. Procedure details: To 60% sodium hydride in oil (0.15 g, degreased with hexane) in dimethylformamide (25 ml) was added 3-methylpyrazole (0.25 g). When the hydrogen evolution subsided, (2-chloro-4-trifluoromethyl-pyrimidin-5-yl)-(5H,11H-pyrrolo[2,1-c][1,4]benzodiazepin-10-yl)-methanone (0.98 g) was added. The reaction mixture was heated for 18 hours in a sand bath (internal temperature 110° C.). The mixture was then poured onto ice and further diluted with a saturated saline solution. The precipitate was filtered, ...